The task is: describe an organic reaction: reactants, conditions, products, and yield. This data is from the Open Reaction Database (ORD), a public repository of structured organic reaction records. The reactants are Cl.OC1(CCN(CC1)C(CC(C(=O)C1=CC=CC=C1)[N+](=O)[O-])F)C1=CC(=CC=C1)C(F)(F)F (γ-[4-hydroxy-4-(3-trifluoromethylphenyl)piperidino]-4-fluoro-2-nitrobutyrophenone hydrochloride), CO (methanol). The reagents and catalysts are [Pd] (palladium on charcoal). Run in [H][H] (hydrogen), [H][H] (hydrogen). Product: Cl.OC1(CCN(CC1)C(CC(C(=O)C1=CC=CC=C1)N)F)C1=CC(=CC=C1)C(F)(F)F (γ-[4-hydroxy-4-(3-trifluoromethylphenyl)piperidino]-2-amino-4-fluorobutyrophenone monohydrochloride). Yield: 84.8%. RXN SMILES: [ClH:1].[OH:2][C:3]1([C:24]2[CH:29]=[CH:28][CH:27]=[C:26]([C:30]([F:33])([F:32])[F:31])[CH:25]=2)[CH2:8][CH2:7][N:6]([CH:9]([F:23])[CH2:10][CH:11]([N+:20]([O-])=O)[C:12]([C:14]2[CH:19]=[CH:18][CH:17]=[CH:16][CH:15]=2)=[O:13])[CH2:5][CH2:4]1.CO>[Pd].[H][H]>[ClH:1].[OH:2][C:3]1([C:24]2[CH:29]=[CH:28][CH:27]=[C:26]([C:30]([F:33])([F:31])[F:32])[CH:25]=2)[CH2:8][CH2:7][N:6]([CH:9]([F:23])[CH2:10][CH:11]([NH2:20])[C:12]([C:14]2[CH:15]=[CH:16][CH:17]=[CH:18][CH:19]=2)=[O:13])[CH2:5][CH2:4]1 |f:0.1,5.6|. Procedure: A mixture of 4.9 g of γ-[4-hydroxy-4-(3-trifluoromethylphenyl)piperidino]-4-fluoro-2-nitrobutyrophenone hydrochloride, 1.0 g of 5 % palladium on charcoal (50 % wet reagent) and 80 g of methanol was vigorously stirred in hydrogen atmosphere at room temperature until the theoretical amount of hydrogen was consumed. The catalyst was filtered off and washed with hot methanol, and the filtrate was concentrated under reduced pressure. The residual solid was triturated with isopropanol, collected by fi... Reactants: C(C)OC1=C(C=C(C(=O)OC)C=C1)OC (methyl 4-ethoxy-3-methoxybenzoate), [N+](=O)(O)[O-] (nitric acid). Solvent: C(C)(=O)O (acetic acid). Reaction conditions: temperature 50 celsius. The product is C(C)OC1=CC(=C(C(=O)OC)C=C1OC)[N+](=O)[O-] (Methyl 4-ethoxy-5-methoxy-2-nitrobenzoate). Reaction SMILES: [CH2:1]([O:3][C:4]1[CH:13]=[CH:12][C:7]([C:8]([O:10][CH3:11])=[O:9])=[CH:6][C:5]=1[O:14][CH3:15])[CH3:2].[N+:16]([O-])([OH:18])=[O:17]>C(O)(=O)C>[CH2:1]([O:3][C:4]1[C:5]([O:14][CH3:15])=[CH:6][C:7]([C:8]([O:10][CH3:11])=[O:9])=[C:12]([N+:16]([O-:18])=[O:17])[CH:13]=1)[CH3:2]. Procedure: Dissolved 5.00 g (23.7 mmol) methyl 4-ethoxy-3-methoxybenzoate in 25 ml acetic acid under N2 and added 6.1 ml (95.1 mmol) 69% nitric acid dropwise over 30 minutes. Heated to 50° C. for 1.5 hours and poured onto ice bath. Extracted with chloroform, washed with dilute sodium hydroxide solution and filtered through magnesium sulfate. Stripped solvent and dried in vacuo, giving 5.268 of off-white solid: mass spectrum (electrospray m/e): M+H=255.8. Yield: 28.0%. Reported procedure: As described for example 11c, 4-ethynyl-5-methyl-3-phenyl-isoxazole (92 mg, 0.50 mmol) was converted (using 2-chloro-5-ethylpyrimidine instead of 2-chloro-4-iodopyridine) to the title compound (SiO2, heptane:ethyl acetate=95:5 to 0:100, 40 mg, 28%) which was obtained as a brown oil. MS: m/e=290.1 [M+H]+. Reactants: C(#C)C=1C(=NOC1C)C1=CC=CC=C1 (4-ethynyl-5-methyl-3-phenyl-isoxazole), ClC1=NC=C(C=N1)CC (2-chloro-5-ethylpyrimidine). The product is C(C)C=1C=NC(=NC1)C#CC=1C(=NOC1C)C1=CC=CC=C1 (5-Ethyl-2-(5-methyl-3-phenyl-isoxazol-4-ylethynyl)-pyrimidine). RXN SMILES: [C:1]([C:3]1[C:4]([C:9]2[CH:14]=[CH:13][CH:12]=[CH:11][CH:10]=2)=[N:5][O:6][C:7]=1[CH3:8])#[CH:2].Cl[C:16]1[N:21]=[CH:20][C:19]([CH2:22][CH3:23])=[CH:18][N:17]=1>>[CH2:22]([C:19]1[CH:18]=[N:17][C:16]([C:2]#[C:1][C:3]2[C:4]([C:9]3[CH:14]=[CH:13][CH:12]=[CH:11][CH:10]=3)=[N:5][O:6][C:7]=2[CH3:8])=[N:21][CH:20]=1)[CH3:23]. The reactants are ClC=1C(=NC=CC1)CSCCCN (3-[(3-chloro-2-pyridyl)methylthio]propylamine), C(#N)N=C(SC)SC (dimethyl cyanodithioimidocarbonate), resultant product, C(C#C)N (propargylamine). The product is C(#N)NC(=NCCCSCC1=NC=CC=C1Cl)NCC#C (N-Cyano-N'-(2-propyn-1-yl)-N"-{3-[(3-chloro-2-pyridyl)-methylthio]propyl}guanidine). Reaction SMILES: [Cl:1][C:2]1[C:3]([CH2:8][S:9][CH2:10][CH2:11][CH2:12][NH2:13])=[N:4][CH:5]=[CH:6][CH:7]=1.[C:14]([N:16]=[C:17](SC)SC)#[N:15].[CH2:22]([NH2:25])[C:23]#[CH:24]>>[C:14]([NH:16][C:17]([NH:25][CH2:22][C:23]#[CH:24])=[N:13][CH2:12][CH2:11][CH2:10][S:9][CH2:8][C:3]1[C:2]([Cl:1])=[CH:7][CH:6]=[CH:5][N:4]=1)#[N:15]. Procedure details: Reaction of 3-[(3-chloro-2-pyridyl)methylthio]propylamine with dimethyl cyanodithioimidocarbonate and treatment of the resultant product with propargylamine according to the general procedure of Example 4 gives the title compound. The reactants are FC=1C=CC2=C(C(C[C@H]3CCNC[C@@H]23)=O)C1 (cis-8-fluoro-1,3,4,4a,5,10b-hexahydro-2H-benzo[h]isoquinolin-6-one), BrCCC (bromopropane), C([O-])([O-])=O.[K+].[K+] (potassium carbonate), CN(C)C=O (DMF). The solvent is O (water). Run at temperature 125 celsius. Product: FC=1C=CC2=C(C(C[C@H]3CCN(C[C@@H]23)CCC)=O)C1 (cis-8-fluoro-2-propyl-1,3,4,4a, 5,10b-hexahydro-2H-benzo[h]isoquinolin-6-one). The yield is 63.8%. As a reaction SMILES: [F:1][C:2]1[CH:3]=[CH:4][C:5]2[C@H:14]3[C@H:9]([CH2:10][CH2:11][NH:12][CH2:13]3)[CH2:8][C:7](=[O:15])[C:6]=2[CH:16]=1.Br[CH2:18][CH2:19][CH3:20].C(=O)([O-])[O-].[K+].[K+].CN(C=O)C>O>[F:1][C:2]1[CH:3]=[CH:4][C:5]2[C@H:14]3[C@H:9]([CH2:10][CH2:11][N:12]([CH2:18][CH2:19][CH3:20])[CH2:13]3)[CH2:8][C:7](=[O:15])[C:6]=2[CH:16]=1 |f:2.3.4|. Reported procedure: A mixture of 0.29 g (1.32 mmol) of cis-8-fluoro-1,3,4,4a,5,10b-hexahydro-2H-benzo[h]isoquinolin-6-one, 0.12 ml (1.39 mmol) of bromopropane, 0.2 g (1.45 mmol) of potassium carbonate and 20 ml of anhydrous DMF was heated to 125° C. for 1 hour. Subsequently, the mixture was poured into 3 ml of water and extracted once with 50 ml of ethyl acetate. The organic phase was washed once with 40 ml of saturated sodium chloride solution, dried (MgSO4) and concentrated in a vacuum. The crude product obtained... Starting materials: C(C)OC(C(CCCC)(C)F)=O (2-fluoro-2-methyl hexanoic acid ethyl ester), [OH-].[Na+] (sodium hydroxide), crude acid, C(C(=O)Cl)(=O)Cl (oxalyl chloride). Solvent: C(OC)COC (glyme). Run at time 3.5 hour. The product is FC(C(=O)Cl)(CCCC)C (2-fluoro-2-methylhexanoyl chloride). Isolated yield 76.0%. As a reaction SMILES: C([O:3][C:4](=O)[C:5]([F:11])([CH3:10])[CH2:6][CH2:7][CH2:8][CH3:9])C.[OH-].[Na+].C(Cl)(=O)C([Cl:18])=O>C(COC)OC>[F:11][C:5]([CH3:10])([CH2:6][CH2:7][CH2:8][CH3:9])[C:4]([Cl:18])=[O:3] |f:1.2|. Reported procedure: To a solution of 71 g of 2-fluoro-2-methyl hexanoic acid ethyl ester in 500 ml of glyme was added 1.1 eq. of 1 N sodium hydroxide solution. After stirring for 3.5 hr., the glyme was removed under vacuum, the residue extracted with ether and the aqueous layer acidified. The mixture was then extracted with pentane and the pentane solution dried. The solvent was then removed under vacuum to give 61 g of crude acid. The crude acid was treated with 156 g of oxalyl chloride and the solution stirred at...